Task: describe an organic reaction: reactants, conditions, products, and yield. Dataset: the Open Reaction Database (ORD), a public repository of structured organic reaction records The reactants are N1=CC=CC2=C1NC1=C(NC2=O)C=CC=C1 (6,11-dihydro-5H-pyrido[2,3-b][1,5]benzodiazepin-5-one), Cl (hydrochloric acid). Run in O1CCOCC1 (dioxane). Yields the product N1=CC=CC2=C1NC1=C(NC2)C=CC=C1 (6,11-Dihydro-5H-pyrido[2,3-b][1,5]benzodiazepine). As a reaction SMILES: [N:1]1[C:6]2[NH:7][C:8]3[CH:16]=[CH:15][CH:14]=[CH:13][C:9]=3[NH:10][C:11](=O)[C:5]=2[CH:4]=[CH:3][CH:2]=1.Cl>O1CCOCC1>[N:1]1[C:6]2[NH:7][C:8]3[CH:16]=[CH:15][CH:14]=[CH:13][C:9]=3[NH:10][CH2:11][C:5]=2[CH:4]=[CH:3][CH:2]=1. Procedure details: Diborane dimethylsulfide complex (35 mL) was added via syringe to a suspension of 6,11-dihydro-5H-pyrido[2,3-b][1,5]benzodiazepin-5-one 1:1 salt with hydrochloric acid of Step A (25 g, 0.1 mole) in dioxane (230 mL) under nitrogen. The mixture was sonicated overnight at room temperature and then evaporated to dryness in vacuo. The green residue was treated with cold 2N hydrochloric acid and diethyl ether. The cold aqueous layer was basified with 50% aqueous sodium hydroxide (to pH 9) and the basi... Starting materials: C1(=CC=C(C=C1)C(=O)C1=CC=C2N1CCCC2C(=O)O)C (3-p-toluoyl-5,6,7,8-tetrahydropyrrolo[1,2-a]pyridine-8-carboxylic acid), Cl (hydrogen chloride). Solvent: C(CC(C)C)O (isoamyl alcohol). Conditions: time 24 hour. Yields the product C1(=CC=C(C=C1)C(=O)C1=CC=C2N1CCCC2C(=O)OCCC(C)C)C (isoamyl 3-p-toluoyl-5,6,7,8-tetrahydropyrrolo[1,2-a]pyridine-8-carboxylate). RXN SMILES: [C:1]1([CH3:21])[CH:6]=[CH:5][C:4]([C:7]([C:9]2[N:13]3[CH2:14][CH2:15][CH2:16][CH:17]([C:18]([OH:20])=[O:19])[C:12]3=[CH:11][CH:10]=2)=[O:8])=[CH:3][CH:2]=1.Cl>C(O)CC(C)C>[C:1]1([CH3:21])[CH:2]=[CH:3][C:4]([C:7]([C:9]2[N:13]3[CH2:14][CH2:15][CH2:16][CH:17]([C:18]([O:20][CH2:3][CH2:2][CH:1]([CH3:21])[CH3:6])=[O:19])[C:12]3=[CH:11][CH:10]=2)=[O:8])=[CH:5][CH:6]=1. Procedure: A solution of 283 mg. of 3-p-toluoyl-5,6,7,8-tetrahydropyrrolo[1,2-a]pyridine-8-carboxylic acid in 20 ml. of isoamyl alcohol is saturated with hydrogen chloride. After 24 hours, the excess alcohol is distilled off in vacuo and the residue purified by chromatography on alumina, to yield isoamyl 3-p-toluoyl-5,6,7,8-tetrahydropyrrolo[1,2-a]pyridine-8-carboxylate. Reported procedure: The title compound was prepared using the same method as described in Example 75, using the tert-butyl (3S)-3-(hydroxymethyl)pyrrolidine-1-carboxylate and (1aR,5S,8S,10R,22aR)-5-tert-butyl-N-[(1R,2S)-2-ethenyl-1-{[(1-methylcyclopropyl)sulfonyl]carbamoyl}cyclopropyl]-17-hydroxy-3,6-dioxo-1,1a,3,4,5,6,9,10,18,19,20,21,22,22a-tetradecahydro-8H-7,10-methanocyclopropa[18,19][1,10,3,6]dioxadiazacyclononadecino[11,12-b]quinoline-8-carboxamide (Example 120). The method was slightly modified as triphenyl... As a reaction SMILES: [OH:1][CH2:2][C@H:3]1[CH2:7][CH2:6][N:5]([C:8]([O:10][C:11]([CH3:14])([CH3:13])[CH3:12])=[O:9])[CH2:4]1.[C:15]([C@H:19]1[C:46](=[O:47])[N:45]2[CH2:48][C@@H:42]([CH2:43][C@H:44]2[C:49]([NH:51][C@:52]2([C:57](=[O:66])[NH:58][S:59]([C:62]3([CH3:65])[CH2:64][CH2:63]3)(=[O:61])=[O:60])[CH2:54][C@H:53]2[CH:55]=[CH2:56])=[O:50])[O:41][C:31]2=[N:32][C:33]3[CH:34]=[CH:35][CH:36]=[CH:37][C:38]=3[C:39](O)=[C:30]2[CH2:29][CH2:28][CH2:27][CH2:26][CH2:25][C@@H:24]2[CH2:67][C@H:23]2[O:22][C:21](=[O:68])[NH:20]1)([CH3:18])([CH3:17])[CH3:16].C1(P(C2C=CC=CC=2)C2C=CC=CC=2)C=CC=CC=1>>[C:15]([C@H:19]1[C:46](=[O:47])[N:45]2[CH2:48][C@@H:42]([CH2:43][C@H:44]2[C:49](=[O:50])[NH:51][C@:52]2([C:57](=[O:66])[NH:58][S:59]([C:62]3([CH3:65])[CH2:63][CH2:64]3)(=[O:60])=[O:61])[CH2:54][C@H:53]2[CH:55]=[CH2:56])[O:41][C:31]2=[N:32][C:33]3[CH:34]=[CH:35][CH:36]=[CH:37][C:38]=3[C:39]([O:1][CH2:2][C@H:3]3[CH2:7][CH2:6][N:5]([C:8]([O:10][C:11]([CH3:14])([CH3:13])[CH3:12])=[O:9])[CH2:4]3)=[C:30]2[CH2:29][CH2:28][CH2:27][CH2:26][CH2:25][C@@H:24]2[CH2:67][C@H:23]2[O:22][C:21](=[O:68])[NH:20]1)([CH3:16])([CH3:17])[CH3:18]. Product: C(C)(C)(C)[C@@H]1NC(O[C@H]2[C@H](CCCCCC=3C(=NC=4C=CC=CC4C3OC[C@@H]3CN(CC3)C(=O)OC(C)(C)C)O[C@@H]3C[C@H](N(C1=O)C3)C(N[C@]3([C@@H](C3)C=C)C(NS(=O)(=O)C3(CC3)C)=O)=O)C2)=O (tert-butyl (3S)-3-({[(1aR,5S,8S,10R,22aR)-5-tert-butyl-8-{[(1R,2S)-2-ethenyl-1-{[(1-methylcyclopropyl)sulfonyl]carbamoyl}cyclopropyl]carbamoyl}-3,6-dioxo-1,1a,3,4,5,6,9,10,18,19,20,21,22,22a-tetradecahydro-8H-7,10-methanocyclopropa[18,19][1,10,3,6]dioxadiazacyclononadecino[11,12-b]quinolin-17-yl]oxy}methyl)pyrrolidine-1-carboxylate). The reactants are OC[C@@H]1CN(CC1)C(=O)OC(C)(C)C (tert-butyl (3S)-3-(hydroxymethyl)pyrrolidine-1-carboxylate), C(C)(C)(C)[C@@H]1NC(O[C@H]2[C@H](CCCCCC=3C(=NC=4C=CC=CC4C3O)O[C@@H]3C[C@H](N(C1=O)C3)C(=O)N[C@]3([C@@H](C3)C=C)C(NS(=O)(=O)C3(CC3)C)=O)C2)=O ((1aR,5S,8S,10R,22aR)-5-tert-butyl-N-[(1R,2S)-2-ethenyl-1-{[(1-methylcyclopropyl)sulfonyl]carbamoyl}cyclopropyl]-17-hydroxy-3,6-dioxo-1,1a,3,4,5,6,9,10,18,19,20,21,22,22a-tetradecahydro-8H-7,10-methanocyclopropa[18,19][1,10,3,6]dioxadiazacyclononadecino[11,12-b]quinoline-8-carboxamide), C1(=CC=CC=C1)P(C1=CC=CC=C1)C1=CC=CC=C1 (triphenylphosphine). The reactants are C1=CC=CCC1 (Cyclohexadiene), C(C=C)(=O)OC(C)(C)C (t-butyl acrylate), C1CCOC1 (THF). Run at time 24 hour. Yields the product C12C(CC(C=C1)CC2)C(=O)OC(C)(C)C (t-butyl bicyclo[2,2,2]oct -5-ene-2-carboxylate). The yield is 48.0%. RXN SMILES: [CH:1]1[CH2:6][CH2:5][CH:4]=[CH:3][CH:2]=1.[C:7]([O:11][C:12]([CH3:15])([CH3:14])[CH3:13])(=[O:10])C=C.[CH2:16]1COC[CH2:17]1>>[CH:2]12[CH2:17][CH2:16][CH:5]([CH:6]=[CH:1]1)[CH2:4][CH:3]2[C:7]([O:11][C:12]([CH3:15])([CH3:14])[CH3:13])=[O:10]. Procedure: Cyclohexadiene (80g) and 154 g of t-butyl acrylate were dissolved in 500 g of THF solvent. After reacting at 50° C. for 24 hours, the solvent was removed by rotary evaporator. The residue was distilled under reduced pressure to obtain 112 g of t-butyl bicyclo[2,2,2]oct -5-ene-2-carboxylate as a mixture of endo and exo (yield: 48%). Reactants: CNC1=NNC(=C1)C(C)(C)C (3-(N-methylamino)-5-t-butylpyrazole), ClC(=O)OC (methyl chloroformate). The solvent is O1CCOCC1 (dioxane). Conditions: time 30 minute. The product is C(C)(C)(C)C1=CC(=NN1)N(C(OC)=O)C (methyl N-(5-t-butyl-3-pyrazolyl)-N-methylcarbamate). Isolated yield 18.7%. Reaction SMILES: [CH3:1][NH:2][C:3]1[CH:7]=[C:6]([C:8]([CH3:11])([CH3:10])[CH3:9])[NH:5][N:4]=1.Cl[C:13]([O:15][CH3:16])=[O:14]>O1CCOCC1>[C:8]([C:6]1[NH:5][N:4]=[C:3]([N:2]([CH3:1])[C:13](=[O:14])[O:15][CH3:16])[CH:7]=1)([CH3:11])([CH3:9])[CH3:10]. Procedure details: 15.5 g of 3-(N-methylamino)-5-t-butylpyrazole as prepared in Reference Example was dissolved in 50 ml of dioxane, and 11.3 g of methyl chloroformate was added to the solution. The mixture was then allowed to react at 100° C. for 5 hours. After the reaction was completed, the solvent was distilled off and the residue was dissolved in an alcohol. The solution was added in 200 ml of a 5% aqueous solution of sodium hydroxide and the mixture was stirred at room temperature for 30 minutes. After neutr...